Task: describe an organic reaction: reactants, conditions, products, and yield. Dataset: the Open Reaction Database (ORD), a public repository of structured organic reaction records Procedure details: 2-Amino-3-chlorothiophenol (1.6 g) and pyridine (0.8 g) were dissolved in benzene (20 ml), and chloroacetyl chloride (1.2 g) was gradually added dropwise thereto at room temperature (25° C.) with stirring. After the addition was finished, the reaction mixture was stirred at room temperature for 30 minutes, and the solvent was removed under reduced pressure. The residue obtained was washed with water, dried and recrystallized from chloroform to obtain 2.0 g of 3-chloro-2-chloroacetylaminothiophen... As a reaction SMILES: [NH2:1][C:2]1[C:7]([Cl:8])=[CH:6][CH:5]=[CH:4][C:3]=1[SH:9].N1C=CC=CC=1.[Cl:16][CH2:17][C:18](Cl)=[O:19]>C1C=CC=CC=1>[Cl:8][C:7]1[C:2]([NH:1][C:18](=[O:19])[CH2:17][Cl:16])=[C:3]([SH:9])[CH:4]=[CH:5][CH:6]=1. Product: ClC=1C(=C(C=CC1)S)NC(CCl)=O (3-chloro-2-chloroacetylaminothiophenol). Starting materials: NC1=C(C=CC=C1Cl)S (2-Amino-3-chlorothiophenol), N1=CC=CC=C1 (pyridine), ClCC(=O)Cl (chloroacetyl chloride). Run at temperature 25 celsius. The solvent is C1=CC=CC=C1 (benzene). Isolated yield 84.5%. Starting materials: C[Si](C)(C)CCOCn1ccc2c(-c3cnc(C(CC#N)CC#N)s3)ncnc21, ClCCl, O=C(O)C(F)(F)F. The product is N#CCC(CC#N)c1ncc(-c2ncnc3[nH]ccc23)s1. RXN SMILES: [CH3:1][Si:2]([CH3:3])([CH3:4])[CH2:5][CH2:6][O:28][CH2:29][n:7]1[cH:8][cH:9][c:10]2[c:11]1[n:12][cH:13][n:14][c:15]2-[c:16]1[cH:17][n:18][c:19]([CH:21]([CH2:22][C:23]#[N:24])[CH2:25][C:26]#[N:27])[s:20]1.[Cl:37][CH2:38][Cl:39].[F:30][C:31]([F:32])([F:33])[C:34]([OH:35])=[O:36]>>[nH:7]1[cH:8][cH:9][c:10]2[c:11]1[n:12][cH:13][n:14][c:15]2-[c:16]1[cH:17][n:18][c:19]([CH:21]([CH2:22][C:23]#[N:24])[CH2:25][C:26]#[N:27])[s:20]1. Reactants: C(C)(C)(C)OC(=O)N1CC(CC1)C1=CC=C(C=C1)NC(C(F)(F)F)C1=NC=C(C=C1)Br ((RS)-3-{4-[(RS)-1-(5-bromo-pyridin-2-yl)-2,2,2-trifluoro-ethylamino]-phenyl}-pyrrolidine-1-carboxylic acid tert-butyl ester), Cl (hydrogen chloride). Solvent: C1CCOC1 (THF), O1CCOCC1 (dioxane), C(C)(=O)OCC.C1CCOC1 (ethyl acetate THF). Conditions: temperature 60 celsius. Product: BrC=1C=CC(=NC1)C(C(F)(F)F)NC1=CC=C(C=C1)C1CNCC1 ([(RS)-1-(5-bromo-pyridin-2-yl)-2,2,2-trifluoro-ethyl]-((RS)-4-pyrrolidin-3-yl-phenyl)-amine). The yield is 55.6%. Reaction SMILES: C(OC([N:8]1[CH2:12][CH2:11][CH:10]([C:13]2[CH:18]=[CH:17][C:16]([NH:19][CH:20]([C:25]3[CH:30]=[CH:29][C:28]([Br:31])=[CH:27][N:26]=3)[C:21]([F:24])([F:23])[F:22])=[CH:15][CH:14]=2)[CH2:9]1)=O)(C)(C)C.Cl>C1COCC1.O1CCOCC1.C(OCC)(=O)C.C1COCC1>[Br:31][C:28]1[CH:29]=[CH:30][C:25]([CH:20]([NH:19][C:16]2[CH:17]=[CH:18][C:13]([CH:10]3[CH2:11][CH2:12][NH:8][CH2:9]3)=[CH:14][CH:15]=2)[C:21]([F:22])([F:24])[F:23])=[N:26][CH:27]=1 |f:4.5|. Reported procedure: To a stirred solution of (RS)-3-{4-[(RS)-1-(5-bromo-pyridin-2-yl)-2,2,2-trifluoro-ethylamino]-phenyl}-pyrrolidine-1-carboxylic acid tert-butyl ester (27 mg) in THF (1 ml) was added dropwise a solution of hydrogen chloride in dioxane (0.20 ml, 4 M solution) and the mixture was heated at 60° C. for 4 hours. The mixture was then cooled to room temperature, diluted with ethyl acetate/THF (1:1), and washed sequentially with 2 N aq. sodium hydroxide solution and with saturated brine. The organic phase... Starting materials: C[O-].[Na+].CO (NaOMe MeOH), NC(=S)N (thiourea), FC(C(CC(=O)OCC)=O)(F)F (ethyl 4,4,4-trifluoroacetoacetate). Solvent: C(C)O (ethanol). Run at temperature 22 celsius. Product: OC1=NC(=NC(=C1)C(F)(F)F)S (4-hydroxy-6-trifluoromethyl-2-pyrimidinethiol). RXN SMILES: C[O-].[Na+].CO.[NH2:6][C:7]([NH2:9])=[S:8].[F:10][C:11]([F:21])([F:20])[C:12](=O)[CH2:13][C:14](OCC)=[O:15]>C(O)C>[OH:15][C:14]1[CH:13]=[C:12]([C:11]([F:21])([F:20])[F:10])[N:9]=[C:7]([SH:8])[N:6]=1 |f:0.1.2|. Procedure: To a solution of 25% NaOMe/MeOH (23 ml, 0.10 mol) and ethanol (27 ml) are added thiourea (5.33 g, 0.70 mol) and ethyl 4,4,4-trifluoroacetoacetate (7.3 ml, 50 mmol), then the reaction is heated to reflux for 16 hrs. The mixture is cooled to 22° C., concentrated in vacuo, and the residue dissolved in water (50 ml), acidified with HCl (7 ml), and filtered. The solid is collected, washed with water, and dried: 6.58 g (32.5 mmol, 65%). The reactants are CC(CN1C(=CC2=C1N=C(N=C2)C#N)CN2C(OC1(C2=O)CCNCC1)=O)(C)C (7-(2,2-dimethyl-propyl)-6-(2,4-dioxo-1-oxa-3,8-diaza-spiro[4.5]dec-3-ylmethyl)-7H-pyrrolo[2,3-d]pyrimidine-2-carbonitrile), C(C)Br (ethyl bromide), C(=O)([O-])[O-].[K+].[K+] (K2CO3), [Na+].[I-] (NaI). Solvent: O (H2O), CN(C)C=O (DMF). Reaction conditions: time 18 hour. The product is CC(CN1C(=CC2=C1N=C(N=C2)C#N)CN2C(OC1(C2=O)CCN(CC1)CC)=O)(C)C (7-(2,2-dimethyl-propyl)-6-(8-ethyl-2,4-dioxo-1-oxa-3,8-diaza-spiro[4.5]dec-3-ylmethyl)-7H-pyrrolo[2,3-d]pyrimidine-2-carbonitrile). Reaction SMILES: [CH3:1][C:2]([CH3:29])([CH3:28])[CH2:3][N:4]1[C:8]2[N:9]=[C:10]([C:13]#[N:14])[N:11]=[CH:12][C:7]=2[CH:6]=[C:5]1[CH2:15][N:16]1[C:20](=[O:21])[C:19]2([CH2:26][CH2:25][NH:24][CH2:23][CH2:22]2)[O:18][C:17]1=[O:27].[CH2:30](Br)[CH3:31].C([O-])([O-])=O.[K+].[K+].[Na+].[I-]>CN(C=O)C.O>[CH3:1][C:2]([CH3:29])([CH3:28])[CH2:3][N:4]1[C:8]2[N:9]=[C:10]([C:13]#[N:14])[N:11]=[CH:12][C:7]=2[CH:6]=[C:5]1[CH2:15][N:16]1[C:20](=[O:21])[C:19]2([CH2:22][CH2:23][N:24]([CH2:30][CH3:31])[CH2:25][CH2:26]2)[O:18][C:17]1=[O:27] |f:2.3.4,5.6|. Reported procedure: To a solution of 7-(2,2-dimethyl-propyl)-6-(2,4-dioxo-1-oxa-3,8-diaza-spiro[4.5]dec-3-ylmethyl)-7H-pyrrolo[2,3-d]pyrimidine-2-carbonitrile (0.63 mmol) in DMF (2 ml) are added ethyl bromide (0.69 mmol), K2CO3 (0.76 mmol), and NaI (0.95 mmol). The mixture is allowed to stir at ambient temperature under nitrogen atmosphere for 18 hours. The reaction mixture is diluted with H2O and extracted with AcOEt. The organic layer is washed with brine, dried over Na2SO4 and concentrated under reduced pressure... Reactants: ClC=1C=C(C=C(C1)Cl)C1=NC(=NC(=C1C(=O)NCCCC1=CC=CC=C1)C)S(=O)(=O)C (4-(3,5-dichlorophenyl)-6-methyl-2-(methylsulfonyl)-N-(3-phenylpropyl)-5-pyrimidinecarboxamide), [O-]CC.[Na+] (sodium ethoxide). Run in CN(C)C=O (DMF). Product: ClC=1C=C(C=C(C1)Cl)C1=NC(=NC(=C1C(=O)NCCCC1=CC=CC=C1)C)OCC (4-(3,5-dichlorophenyl)-2-ethoxy-6-methyl-N-(3-phenylpropyl)-5-pyrimidinecarboxamide). As a reaction SMILES: [Cl:1][C:2]1[CH:3]=[C:4]([C:9]2[C:14]([C:15]([NH:17][CH2:18][CH2:19][CH2:20][C:21]3[CH:26]=[CH:25][CH:24]=[CH:23][CH:22]=3)=[O:16])=[C:13]([CH3:27])[N:12]=[C:11](S(C)(=O)=O)[N:10]=2)[CH:5]=[C:6]([Cl:8])[CH:7]=1.[O-:32][CH2:33][CH3:34].[Na+]>CN(C=O)C>[Cl:1][C:2]1[CH:3]=[C:4]([C:9]2[C:14]([C:15]([NH:17][CH2:18][CH2:19][CH2:20][C:21]3[CH:26]=[CH:25][CH:24]=[CH:23][CH:22]=3)=[O:16])=[C:13]([CH3:27])[N:12]=[C:11]([O:32][CH2:33][CH3:34])[N:10]=2)[CH:5]=[C:6]([Cl:8])[CH:7]=1 |f:1.2|. Procedure details: 100 mg (0.209 mmol) of 4-(3,5-dichlorophenyl)-6-methyl-2-(methylsulfonyl)-N-(3-phenylpropyl)-5-pyrimidinecarboxamide was dissolved in 5 ml of DMF. 28.4 mg (0.418 mmol) of sodium ethoxide was added at 0° C. and stirred heating to room temperature for 12 hours. After concentration under reduced pressure, the obtained residue was diluted with ethyl acetate. The organic layer was washed with saturated aqueous sodium chloride solution and dried over anhydrous magnesium sulfate and then concentrated u... The reactants are IC1=CC=CC=2C=C(CCOC21)C(=O)OCC (ethyl 2,3-dihydro-9-iodo-1-benzoxepin-4-carboxylate), FC(C(=O)O)(F)F (trifluoroacetic acid), [Na] (sodium). Reagents/catalysts: [Cu]I (copper(I) iodide). Solvent: CN1C(CCC1)=O (1-methyl-2-pyrrolidinone). Conditions: temperature 160 celsius, time 6 hour. Yields the product FC(C1=CC=CC=2C=C(CCOC21)C(=O)OCC)(F)F (ethyl 2,3-dihydro-9-trifluoromethyl-1-benzoxepin-4-carboxylate). Reaction SMILES: I[C:2]1[C:12]2[O:11][CH2:10][CH2:9][C:8]([C:13]([O:15][CH2:16][CH3:17])=[O:14])=[CH:7][C:6]=2[CH:5]=[CH:4][CH:3]=1.[F:18][C:19]([F:24])([F:23])C(O)=O.[Na]>CN1CCCC1=O.[Cu]I>[F:18][C:19]([F:24])([F:23])[C:2]1[C:12]2[O:11][CH2:10][CH2:9][C:8]([C:13]([O:15][CH2:16][CH3:17])=[O:14])=[CH:7][C:6]=2[CH:5]=[CH:4][CH:3]=1 |^1:24|. Reported procedure: A mixture of ethyl 2,3-dihydro-9-iodo-1-benzoxepin-4-carboxylate (1.00 g), trifluoroacetic acid, sodium salt (1.58 g), and copper(I) iodide (1.11 g) in 1-methyl-2-pyrrolidinone (10 ml) was stirred at 160° C. under nitrogen atmosphere for 6 hours and partitioned between ethyl acetate and 1N hydrochloric acid. The aqueous layer was extracted twice with ethyl acetate. The combined organic layer was washed successively with saturated aqueous sodium bicarbonate and brine, dried over anhydrous magnesi... Reactants: N12C[C@@H](C(CC1)CC2)OC(=O)N2C=NC=C2 (imidazole-1-carboxylic acid (R)-1-aza-bicyclo[2.2.2]oct-3-yl ester), OC1=C(C=CC=C1)C1=CC=CC=C1 (2-hydroxy biphenyl). Product: C1(=C(C=CC=C1)OC(O[C@H]1CN2CCC1CC2)=O)C2=CC=CC=C2 (Carbonic acid (R)-1-aza-bicyclo[2.2.2]oct-3-yl ester biphenyl-2-yl ester). As a reaction SMILES: [N:1]12[CH2:8][CH2:7][CH:4]([CH2:5][CH2:6]1)[C@@H:3]([O:9][C:10](N1C=CN=C1)=[O:11])[CH2:2]2.[OH:17][C:18]1[CH:23]=[CH:22][CH:21]=[CH:20][C:19]=1[C:24]1[CH:29]=[CH:28][CH:27]=[CH:26][CH:25]=1>>[C:19]1([C:24]2[CH:25]=[CH:26][CH:27]=[CH:28][CH:29]=2)[CH:20]=[CH:21][CH:22]=[CH:23][C:18]=1[O:17][C:10](=[O:11])[O:9][C@@H:3]1[CH:4]2[CH2:5][CH2:6][N:1]([CH2:8][CH2:7]2)[CH2:2]1. Procedure details: The desired product was prepared by reacting imidazole-1-carboxylic acid (R)-1-aza-bicyclo[2.2.2]oct-3-yl ester with 2-hydroxy biphenyl.